From a dataset of the Open Reaction Database (ORD), a public repository of structured organic reaction records. describe an organic reaction: reactants, conditions, products, and yield Reactants: CCOC(C)=O, COC(=O)c1ccc(Cl)cc1I, Clc1ccccc1, [Cu], [K+], [K+], COC(=O)c1ccc(N)c(N)c1, O=C([O-])[O-]. Product: COC(=O)c1ccc(Nc2cc(Cl)ccc2C(=O)OC)c(N)c1. RXN SMILES: [CH3:38][CH2:39][O:40][C:41](=[O:42])[CH3:43].[Cl:1][c:2]1[cH:3][c:4]([I:12])[c:5]([C:6](=[O:7])[O:8][CH3:9])[cH:10][cH:11]1.[Cl:31][c:32]1[cH:33][cH:34][cH:35][cH:36][cH:37]1.[Cu:44].[K+:25].[K+:26].[NH2:13][c:14]1[cH:15][c:16]([C:17](=[O:18])[O:19][CH3:20])[cH:21][cH:22][c:23]1[NH2:24].[O-:27][C:28]([O-:29])=[O:30]>>[Cl:1][c:2]1[cH:3][c:4]([NH:24][c:23]2[c:14]([NH2:13])[cH:15][c:16]([C:17](=[O:18])[O:19][CH3:20])[cH:21][cH:22]2)[c:5]([C:6](=[O:7])[O:8][CH3:9])[cH:10][cH:11]1.